describe an organic reaction: reactants, conditions, products, and yield From a dataset of the Open Reaction Database (ORD), a public repository of structured organic reaction records. The reactants are OC1=C2C(=NC(=C1)C=1N=C(SC1)C(C)C)C1=C(O2)C=CC(=C1Cl)OC (4-hydroxyl-9-chloro-2-(2-isopropyl-thiazol-4-yl)-8-methoxy-benzofuro[3,2-b]pyridine), O=P(Cl)(Cl)Cl (POCl3). The product is ClC1=C2C(=NC(=C1)C=1N=C(SC1)C(C)C)C1=C(O2)C=CC(=C1Cl)OC (4,9-dichloro-2-(2-isopropyl-thiazol-4-yl)-8-methoxy-benzofuro[3,2-b]pyridine). RXN SMILES: O[C:2]1[CH:7]=[C:6]([C:8]2[N:9]=[C:10]([CH:13]([CH3:15])[CH3:14])[S:11][CH:12]=2)[N:5]=[C:4]2[C:16]3[C:22]([Cl:23])=[C:21]([O:24][CH3:25])[CH:20]=[CH:19][C:17]=3[O:18][C:3]=12.O=P(Cl)(Cl)[Cl:28]>>[Cl:28][C:2]1[CH:7]=[C:6]([C:8]2[N:9]=[C:10]([CH:13]([CH3:15])[CH3:14])[S:11][CH:12]=2)[N:5]=[C:4]2[C:16]3[C:22]([Cl:23])=[C:21]([O:24][CH3:25])[CH:20]=[CH:19][C:17]=3[O:18][C:3]=12. Reported procedure: The crude 10C (8.75 g, 23.34 mmol) was added to POCl3 (200 mL) The mixture was refluxed for 2 hours. TLC monitored the reaction. After the reaction completed, POCl3 was evaporated under reduced pressure. The residue was poured into crushed ice under stirring. The yellow solids were collected by filtration and purified by flash chromatography to give product M10 (0.66 g). Reactants: C(=O)=O (carbon dioxide), O(C1=CC=CC=C1)CC(=O)Cl (Phenoxyacetyl chloride), C([O-])([O-])=O.[Ca+2] (calcium carbonate), NC1=CC(=C(C(=C1)C)S(=O)(=O)C[N+](=O)[O-])C ((4-amino-2,6-dimethylphenylsulfonyl)nitromethane), Cl (hydrochloric acid). The solvent is O1CCCC1 (tetrahydrofuran), C(C)(=O)OCC (ethyl acetate), O (Water). Product: CC1=C(C(=CC(=C1)NC(COC1=CC=CC=C1)=O)C)S(=O)(=O)C[N+](=O)[O-] ((2,6-dimethyl-4-[2-phenoxyacetamido]phenylsulfonyl)nitromethane). Isolated yield 67.0%. RXN SMILES: [O:1]([CH2:8][C:9](Cl)=[O:10])[C:2]1[CH:7]=[CH:6][CH:5]=[CH:4][CH:3]=1.C(=O)([O-])[O-].[Ca+2].[NH2:17][C:18]1[CH:23]=[C:22]([CH3:24])[C:21]([S:25]([CH2:28][N+:29]([O-:31])=[O:30])(=[O:27])=[O:26])=[C:20]([CH3:32])[CH:19]=1.C(=O)=O.Cl>O1CCCC1.C(OCC)(=O)C.O>[CH3:24][C:22]1[CH:23]=[C:18]([NH:17][C:9](=[O:10])[CH2:8][O:1][C:2]2[CH:7]=[CH:6][CH:5]=[CH:4][CH:3]=2)[CH:19]=[C:20]([CH3:32])[C:21]=1[S:25]([CH2:28][N+:29]([O-:31])=[O:30])(=[O:27])=[O:26] |f:1.2|. Procedure: Phenoxyacetyl chloride (427 mg, 2.5 mM) was added to a stirred suspension of calcium carbonate (300 mg, 3 mM) and (4-amino-2,6-dimethylphenylsulfonyl)nitromethane (488 mg, 2 mM) in dry tetrahydrofuran (THF; 2.5 mL). The mixture was stirred for 30 minutes during which time carbon dioxide was released. Water (10 mL) and ethyl acetate (30 mL) were then added and the mixture acidified with 2M hydrochloric acid to pH 3. The organic phase was separated and washed with saturated sodium chloride solutio...